From a dataset of the Open Reaction Database (ORD), a public repository of structured organic reaction records. describe an organic reaction: reactants, conditions, products, and yield Starting materials: CC(C1=CC=CC=C1)(C1=CC=CC=C1)O (α-methylbenzhydrol), ClCCN1CCN(CC1)C(=O)OCC (1-(2-chloroethyl)-4-(ethoxycarbonyl)piperazine), [NH2-].[Na+] (sodium amide), C1=CC=CC=C1 (benzene). The solvent is O (water). Product: C(C)OC(=O)N1CCN(CC1)CCOC(C)(C1=CC=CC=C1)C1=CC=CC=C1 (1-Ethoxycarbonyl-4-[2-(1,1-diphenylethoxy)ethyl]piperazine). Isolated yield 71.8%. Reaction SMILES: [CH3:1][C:2]([OH:15])([C:9]1[CH:14]=[CH:13][CH:12]=[CH:11][CH:10]=1)[C:3]1[CH:8]=[CH:7][CH:6]=[CH:5][CH:4]=1.Cl[CH2:17][CH2:18][N:19]1[CH2:24][CH2:23][N:22]([C:25]([O:27][CH2:28][CH3:29])=[O:26])[CH2:21][CH2:20]1.[NH2-].[Na+].C1C=CC=CC=1>O>[CH2:28]([O:27][C:25]([N:22]1[CH2:21][CH2:20][N:19]([CH2:18][CH2:17][O:15][C:2]([C:3]2[CH:8]=[CH:7][CH:6]=[CH:5][CH:4]=2)([C:9]2[CH:14]=[CH:13][CH:12]=[CH:11][CH:10]=2)[CH3:1])[CH2:24][CH2:23]1)=[O:26])[CH3:29] |f:2.3|. Reported procedure: A mixture of 1.8 g (9.1 mmole) of α-methylbenzhydrol, 2.0 g (9.1 mmole) of 1-(2-chloroethyl)-4-(ethoxycarbonyl)piperazine, 0.36 g (9.2 mmole) of sodium amide and 20 ml of benzene was heated under reflux overnight. At the end of this time, water was poured onto the reation mixture, and the mixture was extracted with ethyl acetate. The solvent was then removed from the mixture by distillation under reduced pressure, and the residue was subjected to column chromatography through silica gel, using a... Procedure details: The title compound was prepared according to the procedure outlined in Example 7, employing 4-(2-phenylacetylenyl)-3-trifluoroacetamidobenzoic acid on Wang resin (prepared according to Example 3) and 4-phenylcyclohex-1-enyl trifluoromethanesulfonate; 1H NMR (DMSO-d6) δ 1.90 (m, 2 H), 2.40 (m, 3 H), 3.00 (m, 1 H), 5.90 (m, 1 H), 7.20 (m, 1 H), 7.30 (m, 5 H), 7.50 (m, 2 H), 7.75 (m, 5 H), 7.95 (m, 1 H), 11.60 (s, 1 H). Reaction SMILES: [C:1]1([C:7]#[C:8][C:9]2[CH:17]=[CH:16][C:12]([C:13]([OH:15])=[O:14])=[CH:11][C:10]=2[NH:18]C(=O)C(F)(F)F)[CH:6]=[CH:5][CH:4]=[CH:3][CH:2]=1.FC(F)(F)S(O[C:31]1[CH2:36][CH2:35][CH:34]([C:37]2[CH:42]=[CH:41][CH:40]=[CH:39][CH:38]=2)[CH2:33][CH:32]=1)(=O)=O>>[C:1]1([C:7]2[NH:18][C:10]3[C:9]([C:8]=2[C:31]2[CH2:36][CH2:35][CH:34]([C:37]4[CH:42]=[CH:41][CH:40]=[CH:39][CH:38]=4)[CH2:33][CH:32]=2)=[CH:17][CH:16]=[C:12]([C:13]([OH:15])=[O:14])[CH:11]=3)[CH:6]=[CH:5][CH:4]=[CH:3][CH:2]=1. The reactants are C1(=CC=CC=C1)C#CC1=C(C=C(C(=O)O)C=C1)NC(C(F)(F)F)=O (4-(2-phenylacetylenyl)-3-trifluoroacetamidobenzoic acid), FC(S(=O)(=O)OC1=CCC(CC1)C1=CC=CC=C1)(F)F (4-phenylcyclohex-1-enyl trifluoromethanesulfonate). Product: C1(=CC=CC=C1)C=1NC2=CC(=CC=C2C1C1=CCC(CC1)C1=CC=CC=C1)C(=O)O (2-Phenyl-3-(4-phenyl-cyclohex-1-enyl)-1H-indole-6-carboxylic Acid). Starting materials: CSC(NN=CC=1N=CNC1C)=S (3-(5-methyl-4-imidazolylmethylene)dithiocarbazic acid methyl ester), C1(=CC=CC=C1)OC1=CC=CC=C1 (diphenyl ether). Product: CC=1N=CN2C(NN=CC21)=S (8-Methyl-imidazo[1,5-d]-as-triazine-4-(3H)-thione). As a reaction SMILES: C[S:2][C:3](=S)[NH:4][N:5]=[CH:6][C:7]1[N:8]=[CH:9][NH:10][C:11]=1[CH3:12].C1(OC2C=CC=CC=2)C=CC=CC=1>>[CH3:12][C:11]1[N:10]=[CH:9][N:8]2[C:7]=1[CH:6]=[N:5][NH:4][C:3]2=[S:2]. Reported procedure: A suspension of 14.39 gm. of 3-(5-methyl-4-imidazolylmethylene)dithiocarbazic acid methyl ester in 100 ml. of diphenyl ether is reacted as described in Example 58 giving the desired product as yellow crystals, m.p. 262°-268° C. The reactants are O=C(O)Cc1cc(OCc2ccccc2)cc(C(F)(F)F)c1, C1COCCO1, CO, Cl. Product: COC(=O)Cc1cc(OCc2ccccc2)cc(C(F)(F)F)c1. As a reaction SMILES: [CH2:1]([c:2]1[cH:3][cH:4][cH:5][cH:6][cH:7]1)[O:8][c:9]1[cH:10][c:11]([CH2:19][C:20](=[O:21])[OH:22])[cH:12][c:13]([C:15]([F:16])([F:17])[F:18])[cH:14]1.[CH2:26]1[O:27][CH2:28][CH2:29][O:30][CH2:31]1.[CH3:24][OH:25].[ClH:23]>>[CH2:1]([c:2]1[cH:3][cH:4][cH:5][cH:6][cH:7]1)[O:8][c:9]1[cH:10][c:11]([CH2:19][C:20]([O:21][CH3:24])=[O:22])[cH:12][c:13]([C:15]([F:16])([F:17])[F:18])[cH:14]1. Starting materials: [H-].[Na+] (Sodium hydride), CN1CCN(CC1)C1=CC(=NC=N1)N (6-(4-Methyl-piperazin-1-yl)-pyrimidin-4-ylamine), ClC=1SC(=CN1)C#N (2-chloro-thiazole-5-carbonitrile). The solvent is C1CCOC1 (THF). Conditions: time 30 minute. Product: CN1CCN(CC1)C1=CC(=NC=N1)NC=1SC(=CN1)C#N (2-[6-(4-Methyl-piperazin-1-yl)-pyrimidin-4-ylamino]-thiazole-5-carbonitrile). As a reaction SMILES: [CH3:1][N:2]1[CH2:7][CH2:6][N:5]([C:8]2[N:13]=[CH:12][N:11]=[C:10]([NH2:14])[CH:9]=2)[CH2:4][CH2:3]1.[H-].[Na+].Cl[C:18]1[S:19][C:20]([C:23]#[N:24])=[CH:21][N:22]=1>C1COCC1>[CH3:1][N:2]1[CH2:7][CH2:6][N:5]([C:8]2[N:13]=[CH:12][N:11]=[C:10]([NH:14][C:18]3[S:19][C:20]([C:23]#[N:24])=[CH:21][N:22]=3)[CH:9]=2)[CH2:4][CH2:3]1 |f:1.2|. Reported procedure: 6-(4-Methyl-piperazin-1-yl)-pyrimidin-4-ylamine (97 mg, 0.50 mmol) was stirred in 2 mL anhydrous THF under N2. Sodium hydride (43 mg, 60% dispersion, 1.10 mmol) was added and after stirring for 30 minutes, 2-chloro-thiazole-5-carbonitrile (87 mg, 0.60 mmol). After LCMS indicated complete conversion, the reaction was quenched with MeOH, neutralized with 10% citric acid (aq). The resulting precipitate was filtered, washed with water and after air drying was washed with hexane. 1H-NMR (400 MHz, DMS... The reactants are ClC1=CC=C(CN2C(=CC3=CC(=CC=C23)OCC2=NC3=CC=CC=C3C=C2)CC(C(=O)OC)(C)C)C=C1 (Methyl 3-[N-(4-chlorobenzyl)-5-(quinolin-2-ylmethoxy)indol-2-yl]-2,2-dimethylpropanoate), C(C)(=O)Cl (acetyl chloride). The product is ClC1=CC=C(CN2C(=C(C3=CC(=CC=C23)OCC2=NC3=CC=CC=C3C=C2)C(C)=O)CC(C(=O)O)(C)C)C=C1 (3-[N-(4-Chlorobenzyl)-3-acetyl-5-(quinolin-2-ylmethoxy)indol-2-yl]-2,2-dimethylpropanoic acid). As a reaction SMILES: [Cl:1][C:2]1[CH:37]=[CH:36][C:5]([CH2:6][N:7]2[C:15]3[C:10](=[CH:11][C:12]([O:16][CH2:17][C:18]4[CH:27]=[CH:26][C:25]5[C:20](=[CH:21][CH:22]=[CH:23][CH:24]=5)[N:19]=4)=[CH:13][CH:14]=3)[CH:9]=[C:8]2[CH2:28][C:29]([CH3:35])([CH3:34])[C:30]([O:32]C)=[O:31])=[CH:4][CH:3]=1.[C:38](Cl)(=[O:40])[CH3:39]>>[Cl:1][C:2]1[CH:3]=[CH:4][C:5]([CH2:6][N:7]2[C:15]3[C:10](=[CH:11][C:12]([O:16][CH2:17][C:18]4[CH:27]=[CH:26][C:25]5[C:20](=[CH:21][CH:22]=[CH:23][CH:24]=5)[N:19]=4)=[CH:13][CH:14]=3)[C:9]([C:38](=[O:40])[CH3:39])=[C:8]2[CH2:28][C:29]([CH3:34])([CH3:35])[C:30]([OH:32])=[O:31])=[CH:36][CH:37]=1. Reported procedure: The title compound was prepared according to the conditions described in Step B and Step C of Example 47, from methyl 3-[N-(4-chlorobenzyl)-5-(quinolin-2-ylmethoxy)indol-2-yl]-2,2-dimethylpropanoate (prepared in Step A of Example 47) but using acetyl chloride in place of trimethylacetyl chloride in Step B. Product: CC1(COC2=C1C=C(C=C2)C(C(C)C)=O)C (1-(3,3-dimethyl-2,3-dihydro-benzofuran-5-yl)-2-methyl-propan-1-one). Run in ClCCl (dichloromethane). Procedure: To a solution of 1-(3,3-dimethyl-2,3-dihydro-benzofuran-5-yl)-2-methyl-propan-1-ol (example 1e) (1.13 g, 5.15 mmol) in dry dichloromethane (20 mL) was added at room temperature pyridinium chlorochromate (1.33 g, 6.18 mmol). The reaction mixture was stirred for 2 hours at room temperature then filtered over celite. Water was added and the layers separated. The aqueous layer was extracted twice with dichloromethane. The combined organic layers were washed successively with water and brine, dried o... Run at time 2 hour. As a reaction SMILES: [CH3:1][C:2]1([CH3:16])[C:6]2[CH:7]=[C:8]([CH:11]([OH:15])[CH:12]([CH3:14])[CH3:13])[CH:9]=[CH:10][C:5]=2[O:4][CH2:3]1.[Cr](Cl)([O-])(=O)=O.[NH+]1C=CC=CC=1>ClCCl>[CH3:16][C:2]1([CH3:1])[C:6]2[CH:7]=[C:8]([C:11](=[O:15])[CH:12]([CH3:13])[CH3:14])[CH:9]=[CH:10][C:5]=2[O:4][CH2:3]1 |f:1.2|. Isolated yield 47.1%. Starting materials: CC1(COC2=C1C=C(C=C2)C(C(C)C)O)C (1-(3,3-dimethyl-2,3-dihydro-benzofuran-5-yl)-2-methyl-propan-1-ol), [Cr](=O)(=O)([O-])Cl.[NH+]1=CC=CC=C1 (pyridinium chlorochromate). Reactants: OCCC=1C(=NN(C1)CC=1NC(C2=C(N1)SC(=C2)C)=O)C(F)(F)F (2-((4-(2-Hydroxyethyl)-3-(trifluoromethyl)-1H-pyrazol-1-yl)methyl)-6-methylthieno[2,3-d]pyrimidin-4(3H)-one), N1=CC=CC=C1 (pyridine), S(=O)(=O)(C)Cl (Mesyl chloride). Run in O (water). Reaction conditions: temperature -10 celsius, time 1 hour. Yields the product CS(=O)(=O)OCCC=1C(=NN(C1)CC=1NC(C2=C(N1)SC(=C2)C)=O)C(F)(F)F (2-(1-((6-Methyl-4-oxo-3,4-dihydrothieno[2,3-d]pyrimidin-2-yl)methyl)-3-(trifluoromethyl)-1H-pyrazol-4-yl)ethyl methanesulfonate). Isolated yield 87.0%. As a reaction SMILES: [OH:1][CH2:2][CH2:3][C:4]1[C:5]([C:21]([F:24])([F:23])[F:22])=[N:6][N:7]([CH2:9][C:10]2[NH:11][C:12](=[O:20])[C:13]3[CH:18]=[C:17]([CH3:19])[S:16][C:14]=3[N:15]=2)[CH:8]=1.N1C=CC=CC=1.[S:31](Cl)([CH3:34])(=[O:33])=[O:32]>O>[CH3:34][S:31]([O:1][CH2:2][CH2:3][C:4]1[C:5]([C:21]([F:23])([F:22])[F:24])=[N:6][N:7]([CH2:9][C:10]2[NH:11][C:12](=[O:20])[C:13]3[CH:18]=[C:17]([CH3:19])[S:16][C:14]=3[N:15]=2)[CH:8]=1)(=[O:33])=[O:32]. Procedure: 2-((4-(2-Hydroxyethyl)-3-(trifluoromethyl)-1H-pyrazol-1-yl)methyl)-6-methylthieno[2,3-d]pyrimidin-4(3H)-one (1.99 g, 5.55 mmol) was completely dissolved in pyridine (0.44 g, 20 mL, 5.55 mmol) and cooled in an acetone/sodium chloride/ice bath. Internal temperature was maintained at −10° C. Mesyl chloride (2.07 g, 1.40 mL, 18.1 mmol) was added portionwise and the temperature exothermed to 0° C. The mixture was stirred for 1 h at 0° C. and deionised water was added until solid precipitated out. The... The reactants are N (ammonia), CCC(=O)NC=1SC=CC1C(C1=C(C=CC=C1)F)=O (2-(N-methylacetylamino)-3-(o-fluorobenzoyl)thiophene), S(=O)(=O)(Cl)Cl (sulfuryl chloride). Run in ClCCl (dichloromethane), ClCCl (dichloromethane). Run at time 8 hour. Product: CCC(=O)NC=1SC(=CC1C(C1=C(C=CC=C1)F)=O)Cl (2-(N-methylacetylamino)-3-(o-fluorobenzoyl)-5-chlorothiophene). RXN SMILES: [CH3:1][CH2:2][C:3]([NH:5][C:6]1[S:7][CH:8]=[CH:9][C:10]=1[C:11](=[O:19])[C:12]1[CH:17]=[CH:16][CH:15]=[CH:14][C:13]=1[F:18])=[O:4].S(Cl)([Cl:23])(=O)=O.N>ClCCl>[CH3:1][CH2:2][C:3]([NH:5][C:6]1[S:7][C:8]([Cl:23])=[CH:9][C:10]=1[C:11](=[O:19])[C:12]1[CH:17]=[CH:16][CH:15]=[CH:14][C:13]=1[F:18])=[O:4]. Procedure details: To a solution of 2.50 g of 2-(N-methylacetylamino)-3-(o-fluorobenzoyl)thiophene in 50 ml of dichloromethane is added dropwise 2.16 g of sulfuryl chloride in 30 ml of dichloromethane. After stirring the reaction mixture for overnight at room temperature, the reaction mixture is neutralized with aqueous ammonia, then extracted with methylene chloride. The methylene chloride extracts are washed with water, dried over sodium sulfate, then evaporated under reduced pressure to a residue. The residue i...